Dataset: the Open Reaction Database (ORD), a public repository of structured organic reaction records. Task: describe an organic reaction: reactants, conditions, products, and yield Reactants: C(C)(C)(C)OC(=O)N1CCNCC1 (N-(tert-butoxycarbonyl)piperazine), BrC(C1=CC=CC=C1)C1=CC=CC=C1 (bromodiphenylmethane), C([O-])([O-])=O.[K+].[K+] (potassium carbonate), CN(P(=O)(N(C)C)N(C)C)C (hexamethylphosphoramide). The solvent is O (water). Run at time 4 hour. Yields the product C(C)(C)(C)OC(=O)N1CCN(CC1)C(C1=CC=CC=C1)C1=CC=CC=C1 (4-(tert-butoxycarbonyl)-1-diphenylmethylpiperazine). Yield: 70.1%. Reaction SMILES: [C:1]([O:5][C:6]([N:8]1[CH2:13][CH2:12][NH:11][CH2:10][CH2:9]1)=[O:7])([CH3:4])([CH3:3])[CH3:2].Br[CH:15]([C:22]1[CH:27]=[CH:26][CH:25]=[CH:24][CH:23]=1)[C:16]1[CH:21]=[CH:20][CH:19]=[CH:18][CH:17]=1.C(=O)([O-])[O-].[K+].[K+].CN(C)P(N(C)C)(N(C)C)=O>O>[C:1]([O:5][C:6]([N:8]1[CH2:13][CH2:12][N:11]([CH:15]([C:16]2[CH:21]=[CH:20][CH:19]=[CH:18][CH:17]=2)[C:22]2[CH:27]=[CH:26][CH:25]=[CH:24][CH:23]=2)[CH2:10][CH2:9]1)=[O:7])([CH3:4])([CH3:2])[CH3:3] |f:2.3.4|. Procedure details: A mixture of 3.7 g of N-(tert-butoxycarbonyl)piperazine, 2.5 g of bromodiphenylmethane, 6.9 g of potassium carbonate and 20 ml of hexamethylphosphoramide was stirred at 40° to 50° C. for 4 hours. After cooling, water was added and the reaction mixture was extracted with diethyl ether. The exact was washed and dried, and the solvent was removed under reduced pressure. Hexane was added to the precipitated crystals and the crystals were collected by filtration to give 2.5 g of 4-(tert-butoxycarbony...